Dataset: the Open Reaction Database (ORD), a public repository of structured organic reaction records. Task: describe an organic reaction: reactants, conditions, products, and yield Starting materials: C(C)(=O)OC(C)=O (acetic anhydride), NC1=C(CO)C(=CC=C1)C (2-amino-6-methylbenzyl alcohol), C([O-])(O)=O.[Na+] (sodium bicarbonate). Solvent: C(Cl)Cl (methylene chloride). Conditions: time 3 hour. Product: CC1=C(CO)C(=CC=C1)NC(C)=O (2-methyl-6-acetamidobenzyl alcohol). Yield: 64.6%. As a reaction SMILES: [NH2:1][C:2]1[CH:9]=[CH:8][CH:7]=[C:6]([CH3:10])[C:3]=1[CH2:4][OH:5].[C:11](OC(=O)C)(=[O:13])[CH3:12].C(=O)(O)[O-].[Na+]>C(Cl)Cl>[CH3:10][C:6]1[CH:7]=[CH:8][CH:9]=[C:2]([NH:1][C:11](=[O:13])[CH3:12])[C:3]=1[CH2:4][OH:5] |f:2.3|. Procedure details: To a suspension of 2-amino-6-methylbenzyl alcohol (30 g) in methylene chloride (300 ml) was added dropwise acetic anhydride (22.3 g) at 5° to 10° C. After being stirred for 3 hours, the mixture was neutralized with sodium bicarbonate aqueous solution to give precipitates. To said mixture was added chloroform to dissolve said precipitates and then the organic layer was washed with water and sodium chloride aqueous solution, dried over magnesium sulfate and evaporated in vacuo. The resultant resid... Reactants: CCOC(=O)c1c(OC)c2n(c1Br)C(C)CN(CC)C2=O, COC(=O)C(=O)OC, C1CCOC1, [Li]CCCC, CCCCCC, O=S(=O)(O)O. Product: CCOC(=O)c1c(OC)c2n(c1C(=O)C(=O)OC)C(C)CN(CC)C2=O. Reaction SMILES: [Br:1][c:2]1[c:3]([C:17](=[O:18])[O:19][CH2:20][CH3:21])[c:4]([O:15][CH3:16])[c:5]2[n:6]1[CH:7]([CH3:14])[CH2:8][N:9]([CH2:12][CH3:13])[C:10]2=[O:11].[C:33]([C:34](=[O:35])[O:36][CH3:37])(=[O:38])[O:39][CH3:40].[CH2:46]1[O:47][CH2:48][CH2:49][CH2:50]1.[CH3:22][CH2:23][CH2:24][CH2:25][Li:26].[CH3:27][CH2:28][CH2:29][CH2:30][CH2:31][CH3:32].[S:41](=[O:42])(=[O:43])([OH:44])[OH:45]>>[c:2]1([C:33]([C:34](=[O:35])[O:36][CH3:37])=[O:38])[c:3]([C:17](=[O:18])[O:19][CH2:20][CH3:21])[c:4]([O:15][CH3:16])[c:5]2[n:6]1[CH:7]([CH3:14])[CH2:8][N:9]([CH2:12][CH3:13])[C:10]2=[O:11]. The reactants are P(=O)(O)([O-])[O-].[Na+].[Na+] (sodium hydrogen phosphate), [H-].[Na+] (sodium hydride), C(=O)OCC (ethyl formate), C1(CCCC1)C1C(CCC=C1OC)=O (2-cyclopentyl-3-methoxycyclohex-3-en-1-one). Run in C1=CC=CC=C1 (benzene), C1=CC=CC=C1 (benzene). Run at time 18 hour. Yields the product C1(CCCC1)C=1C(C(CCC1OC)=CO)=O (2-Cyclopentyl-6-hydroxymethylene-3-methoxy-cyclohex-2-enone). The yield is 52.9%. As a reaction SMILES: [H-].[Na+].[CH:3](OCC)=[O:4].[CH:8]1([CH:13]2[C:18]([O:19][CH3:20])=[CH:17][CH2:16][CH2:15][C:14]2=[O:21])[CH2:12][CH2:11][CH2:10][CH2:9]1.P([O-])([O-])(O)=O.[Na+].[Na+]>C1C=CC=CC=1>[CH:8]1([C:13]2[C:14](=[O:21])[C:15](=[CH:3][OH:4])[CH2:16][CH2:17][C:18]=2[O:19][CH3:20])[CH2:9][CH2:10][CH2:11][CH2:12]1 |f:0.1,4.5.6|. Reported procedure: To a suspension of sodium hydride (2.04 g, 60% suspension, 51 mmol) in benzene (100 mL), a mixture of ethyl formate (6.7 g) and 2-cyclopentyl-3-methoxycyclohex-3-en-1-one (2.82 g, 17 mmol) in benzene was added dropwise at 5° C. The reaction mixture was stirred at ice temperature for 1 hour and 18 hours at room temperature. The reaction mixture was cooled in ice bath, and 200 mL of 10% sodium hydrogen phosphate solution was added dropwise. The organic layer was separated, and aqueous layer was ex... The reactants are CN(C)C=O, [H-], [Na+], O=[N+]([O-])c1cccc(S(=O)(=O)OCC2CO2)c1, Oc1ccccc1. Product: c1ccc(OCC2CO2)cc1. Reaction SMILES: [CH3:27][N:28]([CH3:29])[CH:30]=[O:31].[H-:8].[Na+:9].[O:10]1[CH:11]([CH2:13][O:14][S:15]([c:16]2[cH:17][cH:18][cH:19][c:20]([N+:21]([O-:22])=[O:23])[cH:24]2)(=[O:25])=[O:26])[CH2:12]1.[OH:1][c:2]1[cH:3][cH:4][cH:5][cH:6][cH:7]1>>[O:1]([c:2]1[cH:3][cH:4][cH:5][cH:6][cH:7]1)[CH2:13][CH:11]1[O:10][CH2:12]1. Starting materials: CCO, O=[N+]([O-])c1ccccc1NCC1(c2ccc(OCCCN3CCCC3)cc2)CCOCC1. Product: Nc1ccccc1NCC1(c2ccc(OCCCN3CCCC3)cc2)CCOCC1. RXN SMILES: [CH3:33][CH2:34][OH:35].[N+:1]([O-:2])(=[O:3])[c:4]1[c:5]([NH:6][CH2:7][C:8]2([c:14]3[cH:15][cH:16][c:17]([O:20][CH2:21][CH2:22][CH2:23][N:24]4[CH2:25][CH2:26][CH2:27][CH2:28]4)[cH:18][cH:19]3)[CH2:9][CH2:10][O:11][CH2:12][CH2:13]2)[cH:29][cH:30][cH:31][cH:32]1>>[NH2:1][c:4]1[c:5]([NH:6][CH2:7][C:8]2([c:14]3[cH:15][cH:16][c:17]([O:20][CH2:21][CH2:22][CH2:23][N:24]4[CH2:25][CH2:26][CH2:27][CH2:28]4)[cH:18][cH:19]3)[CH2:9][CH2:10][O:11][CH2:12][CH2:13]2)[cH:29][cH:30][cH:31][cH:32]1. Reactants: CC(=O)O, [Na+], CCOC(=O)c1cnc(Nc2cccc(C(F)(F)F)c2)[nH]c1=O, [OH-], O. Yields the product O=C(O)c1cnc(Nc2cccc(C(F)(F)F)c2)[nH]c1=O. As a reaction SMILES: [CH3:27][C:28](=[O:29])[OH:30].[Na+:25].[O:1]=[c:2]1[c:3]([C:19](=[O:20])[O:21][CH2:22][CH3:23])[cH:4][n:5][c:6]([NH:8][c:9]2[cH:10][c:11]([C:15]([F:16])([F:17])[F:18])[cH:12][cH:13][cH:14]2)[nH:7]1.[OH-:24].[OH2:26]>>[O:1]=[c:2]1[c:3]([C:19](=[O:20])[OH:21])[cH:4][n:5][c:6]([NH:8][c:9]2[cH:10][c:11]([C:15]([F:16])([F:17])[F:18])[cH:12][cH:13][cH:14]2)[nH:7]1. Reactants: CC(C)(C)OC(=O)NC(Cc1ccc(F)cc1)C(=O)O, OC1CCNCC1. Product: CC(C)(C)OC(=O)NC(Cc1ccc(F)cc1)C(=O)N1CCC(O)CC1. RXN SMILES: [C:1](=[O:2])([O:3][C:4]([CH3:5])([CH3:6])[CH3:7])[NH:8][CH:9]([CH2:10][c:11]1[cH:12][cH:13][c:14]([F:17])[cH:15][cH:16]1)[C:18](=[O:19])[OH:20].[OH:21][CH:22]1[CH2:23][CH2:24][NH:25][CH2:26][CH2:27]1>>[C:1](=[O:2])([O:3][C:4]([CH3:5])([CH3:6])[CH3:7])[NH:8][CH:9]([CH2:10][c:11]1[cH:12][cH:13][c:14]([F:17])[cH:15][cH:16]1)[C:18](=[O:20])[N:25]1[CH2:24][CH2:23][CH:22]([OH:21])[CH2:27][CH2:26]1. Reactants: C1CCOC1, CNC(=O)c1c(-c2ccc(F)cc2)oc2cc([N+](=O)[O-])c(-c3ccc(OC)c(C(=O)OC)c3)cc12, [Na+], [OH-]. The product is CNC(=O)c1c(-c2ccc(F)cc2)oc2cc([N+](=O)[O-])c(-c3ccc(OC)c(C(=O)O)c3)cc12. RXN SMILES: [CH2:38]1[O:39][CH2:40][CH2:41][CH2:42]1.[F:1][c:2]1[cH:3][cH:4][c:5](-[c:8]2[o:9][c:10]3[c:11]([c:12]2[C:13]([NH:14][CH3:15])=[O:16])[cH:17][c:18](-[c:24]2[cH:25][cH:26][c:27]([O:34][CH3:35])[c:28]([C:29](=[O:30])[O:31][CH3:32])[cH:33]2)[c:19]([N+:21](=[O:22])[O-:23])[cH:20]3)[cH:6][cH:7]1.[Na+:37].[OH-:36]>>[F:1][c:2]1[cH:3][cH:4][c:5](-[c:8]2[o:9][c:10]3[c:11]([c:12]2[C:13]([NH:14][CH3:15])=[O:16])[cH:17][c:18](-[c:24]2[cH:25][cH:26][c:27]([O:34][CH3:35])[c:28]([C:29](=[O:30])[OH:31])[cH:33]2)[c:19]([N+:21](=[O:22])[O-:23])[cH:20]3)[cH:6][cH:7]1. The reactants are C=1C=CC2=C(C1)N=NN2O (HOBT), Cl.BrC1=C(C=CC=C1)C(=O)N1CCNCC1 ((2-bromo-phenyl)-piperazin-1-yl-methanone hydrochloride), CCN(C(C)C)C(C)C (DIPEA), FC1=CC=C(C=C1)C1=CC(=NO1)NC(CC(=O)O)=O (N-[5-(4-fluoro-phenyl)-isoxazol-3-yl]-malonamic acid), CCN=C=NCCCN(C)C (EDCI). The solvent is CN(C)C=O (DMF). Reaction conditions: time 2 minute. Product: BrC1=C(C(=O)N2CCN(CC2)C(CC(=O)NC2=NOC(=C2)C2=CC=C(C=C2)F)=O)C=CC=C1 (3-[4-(2-bromo-benzoyl)-piperazin-1-yl]-N-[5-(4-fluoro-phenyl)-isoxazol-3-yl]-3-oxo-propionamide). Yield: 28.5%. As a reaction SMILES: CCN(C(C)C)C(C)C.[F:10][C:11]1[CH:16]=[CH:15][C:14]([C:17]2[O:21][N:20]=[C:19]([NH:22][C:23](=[O:28])[CH2:24][C:25]([OH:27])=O)[CH:18]=2)=[CH:13][CH:12]=1.CCN=C=NCCCN(C)C.C1C=CC2N(O)N=NC=2C=1.Cl.[Br:51][C:52]1[CH:57]=[CH:56][CH:55]=[CH:54][C:53]=1[C:58]([N:60]1[CH2:65][CH2:64][NH:63][CH2:62][CH2:61]1)=[O:59]>CN(C=O)C>[Br:51][C:52]1[CH:57]=[CH:56][CH:55]=[CH:54][C:53]=1[C:58]([N:60]1[CH2:61][CH2:62][N:63]([C:25](=[O:27])[CH2:24][C:23]([NH:22][C:19]2[CH:18]=[C:17]([C:14]3[CH:13]=[CH:12][C:11]([F:10])=[CH:16][CH:15]=3)[O:21][N:20]=2)=[O:28])[CH2:64][CH2:65]1)=[O:59] |f:4.5|. Reported procedure: DIPEA (57 mg, 0.078 mL, 0.45 mmol) was added dropwise to N-[5-(4-fluoro-phenyl)-isoxazol-3-yl]-malonamic acid (40 mg, 0.15 mmol) in DMF (2 mL) followed by EDCI (35 mg, 0.18 mmol) and HOBT (24 mg, 0.18 mmol). After 2 minutes, (2-bromo-phenyl)-piperazin-1-yl-methanone hydrochloride (55 mg, 0.18 mmol) was added and stirring was continued at room temperature overnight. The reaction mixture was quenched with cold water and was then extracted with ethyl acetate, washed with brine, dried over Na2SO4, a...